This data is from the Open Reaction Database (ORD), a public repository of structured organic reaction records. The task is: describe an organic reaction: reactants, conditions, products, and yield Starting materials: FC1=C(C=C(C=C1)F)C=CCN1CC(OCC1)(C(=O)OC)CCCC1=C(C=NC2=CC=C(C=C12)OC)F (methyl 4-[3-(2,5-difluorophenyl)-2-propenyl]-2-[3-(3-fluoro-6-methoxyquinolin-4-yl)propyl]-2-morpholinecarboxylate), CO (methanol), [OH-].[Na+] (sodium hydroxide), Cl (hydrochloric acid). Solvent: O1CCOCC1 (1,4-dioxane), O (water), ClCCl (dichloromethane). Reaction conditions: temperature 80 celsius, time 12 hour. The product is FC1=C(C=C(C=C1)F)C=CCN1CC(OCC1)(C(=O)O)CCCC1=C(C=NC2=CC=C(C=C12)OC)F (4-[3-(2,5-difluorophenyl)-2-propenyl]-2-[3-(3-fluoro-6-methoxyquinolin-4-yl)propyl]-2-morpholinecarboxylic acid). Reaction SMILES: [F:1][C:2]1[CH:7]=[CH:6][C:5]([F:8])=[CH:4][C:3]=1[CH:9]=[CH:10][CH2:11][N:12]1[CH2:17][CH2:16][O:15][C:14]([CH2:22][CH2:23][CH2:24][C:25]2[C:34]3[C:29](=[CH:30][CH:31]=[C:32]([O:35][CH3:36])[CH:33]=3)[N:28]=[CH:27][C:26]=2[F:37])([C:18]([O:20]C)=[O:19])[CH2:13]1.CO.[OH-].[Na+].Cl>O1CCOCC1.ClCCl.O>[F:1][C:2]1[CH:7]=[CH:6][C:5]([F:8])=[CH:4][C:3]=1[CH:9]=[CH:10][CH2:11][N:12]1[CH2:17][CH2:16][O:15][C:14]([CH2:22][CH2:23][CH2:24][C:25]2[C:34]3[C:29](=[CH:30][CH:31]=[C:32]([O:35][CH3:36])[CH:33]=3)[N:28]=[CH:27][C:26]=2[F:37])([C:18]([OH:20])=[O:19])[CH2:13]1 |f:2.3|. Reported procedure: A solution of 0.21 g of the enantiomer A of methyl 4-[3-(2,5-difluorophenyl)-2-propenyl]-2-[3-(3-fluoro-6-methoxyquinolin-4-yl)propyl]-2-morpholinecarboxylate in a mixture of 10 cm3 of 1,4-dioxane, 10 cm3 of methanol and 1.22 cm3 of 5 N sodium hydroxide is heated at a temperature in the region of 80° C. with stirring and under an inert atmosphere for 12 hours. After cooling to about 20° C., the reaction medium is evaporated under reduced pressure (2 kPa; 45° C.) to give a whitish crust. The resi... Starting materials: O=C([O-])[O-], CN(C)C=O, CCOC(=O)c1cc2cc(Cl)ccc2[nH]1, ClCc1ccccc1, [K+], [K+]. Yields the product CCOC(=O)c1cc2cc(Cl)ccc2n1Cc1ccccc1. RXN SMILES: [C:16](=[O:17])([O-:18])[O-:19].[CH3:30][N:31]([CH3:32])[CH:33]=[O:34].[Cl:1][c:2]1[cH:3][c:4]2[cH:5][c:6]([C:11](=[O:12])[O:13][CH2:14][CH3:15])[nH:7][c:8]2[cH:9][cH:10]1.[Cl:22][CH2:23][c:24]1[cH:25][cH:26][cH:27][cH:28][cH:29]1.[K+:20].[K+:21]>>[Cl:1][c:2]1[cH:3][c:4]2[cH:5][c:6]([C:11](=[O:12])[O:13][CH2:14][CH3:15])[n:7]([CH2:23][c:24]3[cH:25][cH:26][cH:27][cH:28][cH:29]3)[c:8]2[cH:9][cH:10]1. Starting materials: [N-]=C=O (isocyanate), NC=1C=CC2=C(C1)N1C(C=3C=CC=C4C3C(C1=O)=CC=C4)=N2 (10-amino-benzimidazo[2,1-a]benz[de]isoquinoline-7-one), O1CCCC1 (tetrahydrofuran), CCCCCCCCCCCCCCCCCCN=C=O (Mondur O), 1,4-diazobicyclo-octane. Run in CCOCC (ether). The product is C(CCCCCCCCCCCCCCCCC)NC(NC=1C=CC2=C(C1)N1C(C=3C=CC=C4C3C(C1=O)=CC=C4)=N2)=O (10-octadecylureido-benzimidazo[2,1-a]benz[de]isoquinoline-7-one). Reaction SMILES: [NH2:1][C:2]1[CH:3]=[CH:4][C:5]2[N:22]=[C:9]3[C:10]4[CH:11]=[CH:12][CH:13]=[C:14]5[CH:21]=[CH:20][CH:19]=[C:16]([C:17](=[O:18])[N:8]3[C:6]=2[CH:7]=1)[C:15]=45.O1CCCC1.[CH3:28][CH2:29][CH2:30][CH2:31][CH2:32][CH2:33][CH2:34][CH2:35][CH2:36][CH2:37][CH2:38][CH2:39][CH2:40][CH2:41][CH2:42][CH2:43][CH2:44][CH2:45][N:46]=[C:47]=[O:48].[N-]=C=O>CCOCC>[CH2:45]([NH:46][C:47](=[O:48])[NH:1][C:2]1[CH:3]=[CH:4][C:5]2[N:22]=[C:9]3[C:10]4[CH:11]=[CH:12][CH:13]=[C:14]5[CH:21]=[CH:20][CH:19]=[C:16]([C:17](=[O:18])[N:8]3[C:6]=2[CH:7]=1)[C:15]=45)[CH2:44][CH2:43][CH2:42][CH2:41][CH2:40][CH2:39][CH2:38][CH2:37][CH2:36][CH2:35][CH2:34][CH2:33][CH2:32][CH2:31][CH2:30][CH2:29][CH3:28]. Procedure details: A 5.7 g portion of the 10-amino-benzimidazo[2,1-a]benz[de]isoquinoline-7-one was added to 200 ml of distilled tetrahydrofuran in a 500 ml flask. To this mixture was added 5.9 g of Mondur O (octodecyl isocyanate) and 0.3 g of 1,4-diazobicyclo-octane. The mixture was stirred with a magnetic stirring bar and brought to reflux. The mixture was refluxed until no isocyanate peak was visible at 2240 cm-1 on infrared spectraphotometric analysis (~48-72 hours). It was then cooled and the solvent removed ... Reactants: resultant mixture, O (water), [H-].[Na+] (Sodium hydride), O (water), S1C=C(C=C1)CO (3-thiophenemethanol), resultant solution, C(#N)C1=CC(=NC(=C1)Cl)Cl (4-cyano-2,6-dichloropyridine). The solvent is CN1C(CCC1)=O (N-methyl-2-pyrrolidinone). Reaction conditions: time 1.5 hour. Yields the product ClC1=NC(=CC(=C1)C#N)OCC1=CSC=C1 (2-chloro-4-cyano-6-(3-thienylmethyloxy)pyridine). RXN SMILES: [H-].[Na+].[S:3]1[CH:7]=[CH:6][C:5]([CH2:8][OH:9])=[CH:4]1.O.[C:11]([C:13]1[CH:18]=[C:17](Cl)[N:16]=[C:15]([Cl:20])[CH:14]=1)#[N:12]>CN1CCCC1=O>[Cl:20][C:15]1[CH:14]=[C:13]([C:11]#[N:12])[CH:18]=[C:17]([O:9][CH2:8][C:5]2[CH:6]=[CH:7][S:3][CH:4]=2)[N:16]=1 |f:0.1|. Procedure details: Sodium hydride (0.24 g (ca.60% in mineral oil), 0.006×1.0 mol) was suspended in 20 ml of N-methyl-2-pyrrolidinone, and 3-thiophenemethanol (0.69 g, 0.006×1.0 mol) was added thereto and the resultant solution was stirred for about 30 minutes at room temperature. The resultant mixture was cooled to 4° C. with iced water, then 4-cyano-2,6-dichloropyridine (1.04 g, 0.006 mol) was added thereto and stirred for about 1.5 hour while cooling with iced water.